From a dataset of the Open Reaction Database (ORD), a public repository of structured organic reaction records. describe an organic reaction: reactants, conditions, products, and yield Starting materials: 104.1, C1(=CC=CC=C1)C(C)NCC#N ((+)-2-[N-(1-phenylethyl)amino]acetonitrile), CC1=C(C=CC=C1)C (dimethylbenzene), C(=O)O (formic acid). The solvent is O (water). Run at temperature 60 celsius, time 3 hour. The product is C(#N)CN(C=O)C(C)C1=CC=CC=C1 ((+)-N-(cyanomethyl)-N-(1-phenylethyl)-formamide). Isolated yield 41.0%. RXN SMILES: [C:1]1([CH:7]([NH:9][CH2:10][C:11]#[N:12])[CH3:8])[CH:6]=[CH:5][CH:4]=[CH:3][CH:2]=1.CC1C=CC=CC=1C.[CH:21](O)=[O:22]>O>[C:11]([CH2:10][N:9]([CH:7]([C:1]1[CH:6]=[CH:5][CH:4]=[CH:3][CH:2]=1)[CH3:8])[CH:21]=[O:22])#[N:12]. Reported procedure: To a stirred mixture of 104.1 parts of (+)-2-[N-(1-phenylethyl)amino]acetonitrile and 1440 parts of dimethylbenzene are added dropwise 66 parts of formic acid (slightly exothermic reaction). Upon completion, stirring is continued for 3 hours at reflux temperature (water-separator). The reaction mixture is cooled to about 60° C. and washed successively with water, a sodium bicarbonate solution, a diluted sodium hydroxide solution and again twice with water. The organic phase is separated, dried, ...